This data is from the Open Reaction Database (ORD), a public repository of structured organic reaction records. The task is: describe an organic reaction: reactants, conditions, products, and yield The reactants are aqueous solution, [OH-].[Na+] (sodium hydroxide), O (water), C(C)(=O)O (acetic acid), FC1=CC=C(C=C1)C=1C=CC=2N(N1)C(=NN2)SC=2C=CC(=C(N)C2)[N+](=O)[O-] (5-{[6-(4-fluorophenyl)[1,2,4]triazolo[4,3-b]pyridazin-3-yl]sulphanyl}-2-nitroaniline). Reagents/catalysts: [Fe] (iron(0)). Solvent: C(C)OCC (diethyl ether), CO (methanol). Product: FC1=CC=C(C=C1)C=1C=CC=2N(N1)C(=NN2)SC=2C=C(C(=CC2)N)N (4-{[6-(4-fluorophenyl)[1,2,4]triazolo[4,3-b]pyridazin-3-yl]sulphanyl}benzene-1,2-diamine). The yield is 52.8%. RXN SMILES: C(O)(=O)C.[F:5][C:6]1[CH:11]=[CH:10][C:9]([C:12]2[CH:13]=[CH:14][C:15]3[N:16]([C:18]([S:21][C:22]4[CH:23]=[CH:24][C:25]([N+:29]([O-])=O)=[C:26]([CH:28]=4)[NH2:27])=[N:19][N:20]=3)[N:17]=2)=[CH:8][CH:7]=1.[OH-].[Na+].O>CO.C(OCC)C.[Fe]>[F:5][C:6]1[CH:11]=[CH:10][C:9]([C:12]2[CH:13]=[CH:14][C:15]3[N:16]([C:18]([S:21][C:22]4[CH:28]=[C:26]([NH2:27])[C:25]([NH2:29])=[CH:24][CH:23]=4)=[N:19][N:20]=3)[N:17]=2)=[CH:8][CH:7]=1 |f:2.3|. Procedure details: 0.6 cm3 of acetic acid and 145 mg of iron(0) are added to a mixture of 146 mg of 5-{[6-(4-fluorophenyl)[1,2,4]triazolo[4,3-b]pyridazin-3-yl]sulphanyl}-2-nitroaniline in 7 cm3 of methanol. The reaction mixture is then stirred at reflux for 5 h 15 and then overnight at 20° C. before the addition of 10 cm3 of a 5N aqueous solution of sodium hydroxide and 10 cm3 of demineralized water. The mixture obtained is extracted with 2×30 cm3 of ethyl acetate. The combined organic phases are washed with 20 cm... Reactants: C(C)OC([C@H](CC1=CC=C(C=C1)OCCCBr)OC)=O ((2S)-3-[4-(3-Bromo-propoxy)-phenyl]-2-methoxy-propionic acid ethyl ester), C1=C(C=CC=2C3=CC=CC=C3CC12)O (9H-Fluoren-2-ol), [OH-].[Na+] (NaOH). Product: C1=C(C=CC=2C3=CC=CC=C3CC12)OCCCOC1=CC=C(C=C1)C[C@@H](C(=O)O)OC ((2S)-3-{4-[3-(9H-Fluoren-2-yloxy)-propoxy]-phenyl}-2-methoxy-propionic acid). Reaction SMILES: C([O:3][C:4](=[O:20])[C@@H:5]([O:18][CH3:19])[CH2:6][C:7]1[CH:12]=[CH:11][C:10]([O:13][CH2:14][CH2:15][CH2:16]Br)=[CH:9][CH:8]=1)C.[CH:21]1[C:33]2[CH2:32][C:31]3[C:26](=[CH:27][CH:28]=[CH:29][CH:30]=3)[C:25]=2[CH:24]=[CH:23][C:22]=1[OH:34].[OH-].[Na+]>>[CH:21]1[C:33]2[CH2:32][C:31]3[C:26](=[CH:27][CH:28]=[CH:29][CH:30]=3)[C:25]=2[CH:24]=[CH:23][C:22]=1[O:34][CH2:16][CH2:15][CH2:14][O:13][C:10]1[CH:9]=[CH:8][C:7]([CH2:6][C@H:5]([O:18][CH3:19])[C:4]([OH:3])=[O:20])=[CH:12][CH:11]=1 |f:2.3|. Procedure details: (2S)-3-[4-(3-Bromo-propoxy)-phenyl]-2-methoxy-propionic acid ethyl ester from Example 173, Step A was treated with 9H-Fluoren-2-ol under the Standard Procedure J. The compound thus obtained was allowed to react under Standard hydrolysis procedure C (NaOH) to give the title compound. MS(ES) for C26H26O5 [M+Na]+: 441.